Dataset: the Open Reaction Database (ORD), a public repository of structured organic reaction records. Task: describe an organic reaction: reactants, conditions, products, and yield Reactants: CC(=O)O[BH-](OC(C)=O)OC(C)=O, O=C([O-])O, CN1CCCC1=O, CC(=O)O, O=C(O)C(F)(F)F, O=Cc1cccc(CCO)c1F, O=C(N1CCOC2(CCNCC2)C1)C(F)(F)F, [Na+], [Na+], O. Product: O=C(N1CCOC2(CCN(Cc3cccc(CCO)c3F)CC2)C1)C(F)(F)F. As a reaction SMILES: [C:37]([O:38][BH-:39]([O:40][C:41](=[O:42])[CH3:43])[O:44][C:45](=[O:46])[CH3:47])(=[O:48])[CH3:49].[C:51](=[O:52])([O-:53])[OH:54].[CH3:56][N:57]1[CH2:58][CH2:59][CH2:60][C:61]1=[O:62].[CH3:64][C:65](=[O:66])[OH:67].[F:13][C:14]([F:15])([F:16])[C:17]([OH:18])=[O:19].[F:1][c:2]1[c:3]([CH:4]=[O:5])[cH:6][cH:7][cH:8][c:9]1[CH2:10][CH2:11][OH:12].[F:20][C:21]([C:22](=[O:23])[N:24]1[CH2:25][CH2:26][O:27][C:28]2([CH2:29]1)[CH2:30][CH2:31][NH:32][CH2:33][CH2:34]2)([F:35])[F:36].[Na+:50].[Na+:55].[OH2:63]>>[F:1][c:2]1[c:3]([CH2:4][N:32]2[CH2:31][CH2:30][C:28]3([O:27][CH2:26][CH2:25][N:24]([C:22]([C:21]([F:20])([F:35])[F:36])=[O:23])[CH2:29]3)[CH2:34][CH2:33]2)[cH:6][cH:7][cH:8][c:9]1[CH2:10][CH2:11][OH:12]. Reactants: COC(=O)CCc1ccc(OCC(C)c2sc(-c3ccc(-c4cccnc4)cc3)nc2C(C)C)cc1C, CCOC(C)=O, Cl, [Na+], C1CCOC1, [OH-]. Yields the product Cc1cc(OCC(C)c2sc(-c3ccc(-c4cccnc4)cc3)nc2C(C)C)ccc1CCC(=O)O. RXN SMILES: [CH3:1][O:2][C:3]([CH2:4][CH2:5][c:6]1[c:7]([CH3:36])[cH:8][c:9]([O:12][CH2:13][CH:14]([CH3:15])[c:16]2[c:17]([CH:33]([CH3:34])[CH3:35])[n:18][c:19](-[c:21]3[cH:22][cH:23][c:24](-[c:27]4[cH:28][n:29][cH:30][cH:31][cH:32]4)[cH:25][cH:26]3)[s:20]2)[cH:10][cH:11]1)=[O:37].[CH3:46][CH2:47][O:48][C:49](=[O:50])[CH3:51].[ClH:40].[Na+:39].[O:41]1[CH2:42][CH2:43][CH2:44][CH2:45]1.[OH-:38]>>[O:2]=[C:3]([CH2:4][CH2:5][c:6]1[c:7]([CH3:36])[cH:8][c:9]([O:12][CH2:13][CH:14]([CH3:15])[c:16]2[c:17]([CH:33]([CH3:34])[CH3:35])[n:18][c:19](-[c:21]3[cH:22][cH:23][c:24](-[c:27]4[cH:28][n:29][cH:30][cH:31][cH:32]4)[cH:25][cH:26]3)[s:20]2)[cH:10][cH:11]1)[OH:37]. Reactants: C(C1=CC=CC=C1)OCCC[C@H]1CN(CC1)C=1C=NC=C(C1)OC[C@H]1NCCC1 (3-[3(R)-[3-(benzyloxy)propyl]-1-pyrrolidinyl]-5-[(2(S)-pyrrolidinyl)methoxy]pyridine), Cl (hydrochloric acid). The solvent is CO (methanol). Run at time 4 hour. Product: Cl.C(C1=CC=CC=C1)OCCC[C@H]1CN(CC1)C=1C=NC=C(C1)OC[C@H]1NCCC1 (3-[3(R)-[3-(Benzyloxy)propyl]-1-pyrrolidinyl]-5-[(2(S)-pyrrolidinyl)methoxy]pyridine Hydrochloride). As a reaction SMILES: [CH2:1]([O:8][CH2:9][CH2:10][CH2:11][C@@H:12]1[CH2:16][CH2:15][N:14]([C:17]2[CH:18]=[N:19][CH:20]=[C:21]([O:23][CH2:24][C@@H:25]3[CH2:29][CH2:28][CH2:27][NH:26]3)[CH:22]=2)[CH2:13]1)[C:2]1[CH:7]=[CH:6][CH:5]=[CH:4][CH:3]=1.[ClH:30]>CO>[ClH:30].[CH2:1]([O:8][CH2:9][CH2:10][CH2:11][C@@H:12]1[CH2:16][CH2:15][N:14]([C:17]2[CH:18]=[N:19][CH:20]=[C:21]([O:23][CH2:24][C@@H:25]3[CH2:29][CH2:28][CH2:27][NH:26]3)[CH:22]=2)[CH2:13]1)[C:2]1[CH:3]=[CH:4][CH:5]=[CH:6][CH:7]=1 |f:3.4|. Procedure: To a solution of 3-[3(R)-[3-(benzyloxy)propyl]-1-pyrrolidinyl]-5-[(2(S)-pyrrolidinyl)methoxy]pyridine (210 mg, 0.53 mmol) in methanol (0.4 mL) was added 2 N hydrochloric acid (0.88 mL, 3.3 equiv.) under N2. The mixture was stirred for 4 h at room temperature. After evaporation in vacuo, the residue was diluted with water (12 mL) and lyophilized. The lyophilization process was repeated three times to obtain the hydrochloride (250 mg) as a yellowish solid. 1H NMR (D2O, 300 MHz) δ 7.56 (s, 1H), 7.5... Starting materials: [OH-].[Na+] (sodium hydroxide), Cl (hydrochloric acid), ClC1=CC=2C(C3=CC=CC=C3OC2C(=C1O)Cl)=O (2,4-dichloro-3-hydroxy-9-oxo-9H-xanthene), C([O-])([O-])=O.[K+].[K+] (potassium carbonate), BrCC(=O)OCC (ethyl bromoacetate). Run in O (water), CN(C)C=O (DMF). Run at time 3 hour. Product: ClC(C(=O)O)OC=1C=CC=2C(C3=CC=CC=C3OC2C1Cl)=O (2,4-dichloro-9-oxo-9H-xanthene-3-yloxyacetic acid). RXN SMILES: Cl[C:2]1[C:15]([OH:16])=[C:14]([Cl:17])[C:13]2[O:12][C:11]3[C:6](=[CH:7][CH:8]=[CH:9][CH:10]=3)[C:5](=[O:18])[C:4]=2[CH:3]=1.C(=O)([O-])[O-].[K+].[K+].Br[CH2:26][C:27]([O:29]CC)=[O:28].[OH-].[Na+].[ClH:34]>O.CN(C=O)C>[Cl:34][CH:26]([O:16][C:15]1[CH:2]=[CH:3][C:4]2[C:5](=[O:18])[C:6]3[C:11]([O:12][C:13]=2[C:14]=1[Cl:17])=[CH:10][CH:9]=[CH:8][CH:7]=3)[C:27]([OH:29])=[O:28] |f:1.2.3,5.6|. Procedure details: A mixture of 2,4-dichloro-3-hydroxy-9-oxo-9H-xanthene (7.5 g), potassium carbonate (7.5 g), ethyl bromoacetate (9.0 g) and DMF (100 ml) was stirred at 55°-65° C. for 3 hours. After cooling the mixture, sodium hydroxide (20 g) and water (250 ml) were added and the resulting mixture was stirred at 90°-100° C. for 1 hour. After cooling, the mixture was rendered acidic with hydrochloric acid and the solid crystal was recovered by filtration, washed with water and dried. Recrystallization from ethano... The reactants are ClC1=C(C=CC(=C1)F)CNC([C@H]1N(C(C(C1)(C)C)=O)CC)=O (N-[(2-chloro-4-fluorophenyl)methyl]-1-ethyl-4,4-dimethyl-5-oxoprolinamide), Cl.ClC1=C(C=CC(=C1F)F)CN ([(2-chloro-3,4-difluorophenyl)methyl]amine hydrochloride). The product is ClC1=C(C=CC(=C1F)F)CNC([C@H]1N(C(C(C1)(C)C)=O)CC)=O (N-[(2-chloro-3,4-difluorophenyl)methyl]-1-ethyl-4,4-dimethyl-5-oxoprolinamide). Reaction SMILES: [Cl:1][C:2]1[CH:7]=[C:6]([F:8])[CH:5]=[CH:4][C:3]=1[CH2:9][NH:10][C:11](=[O:22])[C@@H:12]1[CH2:16][C:15]([CH3:18])([CH3:17])[C:14](=[O:19])[N:13]1[CH2:20][CH3:21].Cl.ClC1C([F:31])=C(F)C=CC=1CN>>[Cl:1][C:2]1[C:7]([F:31])=[C:6]([F:8])[CH:5]=[CH:4][C:3]=1[CH2:9][NH:10][C:11](=[O:22])[C@@H:12]1[CH2:16][C:15]([CH3:17])([CH3:18])[C:14](=[O:19])[N:13]1[CH2:20][CH3:21] |f:1.2|. Procedure: N-[(2-chloro-3,4-difluorophenyl)methyl]-1-ethyl-4,4-dimethyl-5-oxoprolinamide was prepared in a manner analogous to that described above for the synthesis of N-[(2-chloro-4-fluorophenyl)methyl]-1-ethyl-4,4-dimethyl-5-oxoprolinamide (E130) but using [(2-chloro-3,4-difluorophenyl)methyl]amine hydrochloride (prepared as described above for Example 36) in the place of [(2-chloro-4-fluorophenyl)methyl]amine. Starting materials: N1CCOCC1 (morpholine), C(C)(C)N(CC)C(C)C (diisopropylethyl amine), C(C)(C)(C)C1=CC(=NO1)NC(=O)NC1=CC(=CC=C1)OC1=NC=NC2=CC(=C(C=C12)OCCCCl)OC (1-(5-tert-butylisoxazol-3-yl)-3-(3-(6-(3-chloropropoxy)-7-methoxyquinazolin-4-yloxy)phenyl)urea). The reagents and catalysts are [I-].C(CCC)[N+](CCCC)(CCCC)CCCC (tetrabutyl ammonium iodide). Run in O (water). Reaction conditions: temperature 60 celsius. Yields the product C(C)(C)(C)C1=CC(=NO1)NC(=O)NC1=CC(=CC=C1)OC1=NC=NC2=CC(=C(C=C12)OCCCN1CCOCC1)OC (1-(5-tert-butylisoxazol-3-yl)-3-(3-(7-methoxy-6-(3-morpholinopropoxy)quinazolin-4-yloxy)phenyl)urea). Isolated yield 32.9%. RXN SMILES: [C:1]([C:5]1[O:9][N:8]=[C:7]([NH:10][C:11]([NH:13][C:14]2[CH:19]=[CH:18][CH:17]=[C:16]([O:20][C:21]3[C:30]4[C:25](=[CH:26][C:27]([O:36][CH3:37])=[C:28]([O:31][CH2:32][CH2:33][CH2:34]Cl)[CH:29]=4)[N:24]=[CH:23][N:22]=3)[CH:15]=2)=[O:12])[CH:6]=1)([CH3:4])([CH3:3])[CH3:2].[NH:38]1[CH2:43][CH2:42][O:41][CH2:40][CH2:39]1.C(N(C(C)C)CC)(C)C>[I-].C([N+](CCCC)(CCCC)CCCC)CCC.O>[C:1]([C:5]1[O:9][N:8]=[C:7]([NH:10][C:11]([NH:13][C:14]2[CH:19]=[CH:18][CH:17]=[C:16]([O:20][C:21]3[C:30]4[C:25](=[CH:26][C:27]([O:36][CH3:37])=[C:28]([O:31][CH2:32][CH2:33][CH2:34][N:38]5[CH2:43][CH2:42][O:41][CH2:40][CH2:39]5)[CH:29]=4)[N:24]=[CH:23][N:22]=3)[CH:15]=2)=[O:12])[CH:6]=1)([CH3:4])([CH3:3])[CH3:2] |f:3.4|. Reported procedure: In the manner described in Example 21C, 1-(5-tert-butylisoxazol-3-yl)-3-(3-(6-(3-chloropropoxy)-7-methoxyquinazolin-4-yloxy)phenyl)urea (200 mg, 0.38 mmol) from Example 21B was reacted with morpholine (99 μL, 1.14 mmol), diisopropylethyl amine (199 μL, 1.14 mmol), and tetrabutyl ammonium iodide (140 mg, 0.38 mmol). After heating at 60° C. overnight the reaction was cooled to room temperature, and 10 mL of water added. The resulting precipitate was collected by filtration and purified by HPLC on ... The reactants are [OH-].[K+] (KOH), Cl.ClCCN1CCOCC1 (2-chloroethylmorpholine HCl), COC=1C=C2C=C(NC2=CC1)C (5-methoxy-2-methylindole). The solvent is CS(=O)C (DMSO), CS(=O)C (DMSO). Run at time 5 minute. Yields the product COC=1C=C2C=C(N(C2=CC1)CCN1CCOCC1)C (4-(2-(5-methoxy-2-methyl-1H-indol-1-yl)ethyl)morpholine). RXN SMILES: Cl.Cl[CH2:3][CH2:4][N:5]1[CH2:10][CH2:9][O:8][CH2:7][CH2:6]1.[OH-].[K+].[CH3:13][O:14][C:15]1[CH:16]=[C:17]2[C:21](=[CH:22][CH:23]=1)[NH:20][C:19]([CH3:24])=[CH:18]2>CS(C)=O>[CH3:13][O:14][C:15]1[CH:16]=[C:17]2[C:21](=[CH:22][CH:23]=1)[N:20]([CH2:3][CH2:4][N:5]1[CH2:10][CH2:9][O:8][CH2:7][CH2:6]1)[C:19]([CH3:24])=[CH:18]2 |f:0.1,2.3|. Procedure details: To a solution of 2-chloroethylmorpholine HCl (138 mg, 0.74 mmol) in 0.3 mL DMSO was added pulverized KOH (104 mg, 1.86 mmol), then after 5 min, a solution of 5-methoxy-2-methylindole (138 mg, 0.74 mmol) in 0.2 mL DMSO was added and the reaction stirred at room temperature overnight. The reaction mixture was partitioned between H2O and toluene, and the organic extract washed two times with H2O, dried over MgSO4, filtered, and concentrated in vacuo. The crude product was purified via silica gel ch... The reactants are CCOc1c(C#N)cnc2ccc(I)cc12, CCCCCC[SiH](CCCCCC)CCCCCC, CN(C)C=O, CC(=O)[O-], CC(=O)[O-], [Pd+2], PCCC(c1ccccc1)c1ccccc1. Product: CCOc1c(C#N)cnc2ccc(C=O)cc12. As a reaction SMILES: [CH2:1]([CH3:2])[O:3][c:4]1[c:5]([C:15]#[N:16])[cH:6][n:7][c:8]2[cH:9][cH:10][c:11]([I:14])[cH:12][c:13]12.[CH2:33]([SiH:34]([CH2:35][CH2:36][CH2:37][CH2:38][CH2:39][CH3:40])[CH2:41][CH2:42][CH2:43][CH2:44][CH2:45][CH3:46])[CH2:47][CH2:48][CH2:49][CH2:50][CH3:51].[CH3:52][N:53]([CH:54]=[O:55])[CH3:56].[O-:58][C:59]([CH3:60])=[O:61].[O-:62][C:63]([CH3:64])=[O:65].[Pd+2:57].[c:17]1([CH:18]([c:19]2[cH:20][cH:21][cH:22][cH:23][cH:24]2)[CH2:25][CH2:26][PH2:27])[cH:28][cH:29][cH:30][cH:31][cH:32]1>>[CH2:1]([CH3:2])[O:3][c:4]1[c:5]([C:15]#[N:16])[cH:6][n:7][c:8]2[cH:9][cH:10][c:11]([CH:54]=[O:55])[cH:12][c:13]12. Starting materials: S(=O)(Cl)Cl (thionyl chloride), IC(=C(C(=O)O)I)I (triiodoacrylic acid), N1=CC=CC=C1 (pyridine), C1=CC=CC=C1 (benzene), C1=CC=CC=C1 (benzene). Reaction conditions: time 45 minute. Product: IC(C(=O)OC1=CC=CC=C1)=C(I)I (Phenyl 2,3,3-triiodoacrylate). RXN SMILES: S(Cl)(Cl)=O.[I:5][C:6]([I:12])=[C:7]([I:11])[C:8]([OH:10])=[O:9].N1C=CC=CC=1.[CH:19]1[CH:24]=[CH:23][CH:22]=[CH:21][CH:20]=1>>[I:11][C:7](=[C:6]([I:12])[I:5])[C:8]([O:10][C:19]1[CH:24]=[CH:23][CH:22]=[CH:21][CH:20]=1)=[O:9]. Reported procedure: A solution of 0.3 ml of thionyl chloride in 2 ml of benzene was added dropwise to a mixture of 0.3 g of triiodoacrylic acid, 0.3 ml of pyridine and 3 ml of benzene. The mixture was then stirred at room temperature for 45 minutes, after which the solvent was distilled off under reduced pressure. 5 ml of benzene and 0.3 ml of pyridine were added to the resulting residue, and then 0.3 g of phenol was added, with ice-cooling, after which the mixture was stirred at room temperature for 2 hours. At th... The reactants are CCOC(C)=O, [H][H], COCc1cc([N+](=O)[O-])ccc1N, [Pd]. Yields the product COCc1cc(N)ccc1N. RXN SMILES: [CH3:17][CH2:18][O:19][C:20](=[O:21])[CH3:22].[H:14][H:15].[N+:1]([O-:2])(=[O:3])[c:4]1[cH:5][c:6]([CH2:11][O:12][CH3:13])[c:7]([NH2:10])[cH:8][cH:9]1.[Pd:16]>>[NH2:1][c:4]1[cH:5][c:6]([CH2:11][O:12][CH3:13])[c:7]([NH2:10])[cH:8][cH:9]1.